Dataset: the Open Reaction Database (ORD), a public repository of structured organic reaction records. Task: describe an organic reaction: reactants, conditions, products, and yield Reactants: [OH-].[K+] (potassium hydroxide), C(=O)(Cl)Cl (phosgene), OC(CN1CCC(CC1)NCCNC1=CC=CC=C1)COC1=C(C=CC=C1)OC (1-[2-hydroxy-3-(2-methoxyphenyloxy)-propyl]-4-(2-anilino-ethylamino)-piperidine), [OH-].[Na+] (sodium hydroxide). Reaction SMILES: [C:1](Cl)([Cl:3])=[O:2].[OH:5][CH:6]([CH2:24][O:25][C:26]1[CH:31]=[CH:30][CH:29]=[CH:28][C:27]=1[O:32][CH3:33])[CH2:7][N:8]1[CH2:13][CH2:12][CH:11]([NH:14][CH2:15][CH2:16][NH:17][C:18]2[CH:23]=[CH:22][CH:21]=[CH:20][CH:19]=2)[CH2:10][CH2:9]1.[OH-].[Na+].[OH-].[K+]>C1(C)C=CC=CC=1>[ClH:3].[OH:5][CH:6]([CH2:24][O:25][C:26]1[CH:31]=[CH:30][CH:29]=[CH:28][C:27]=1[O:32][CH3:33])[CH2:7][N:8]1[CH2:13][CH2:12][CH:11]([N:14]2[CH2:15][CH2:16][N:17]([C:18]3[CH:23]=[CH:22][CH:21]=[CH:20][CH:19]=3)[C:1]2=[O:2])[CH2:10][CH2:9]1 |f:2.3,4.5,7.8|. Run at time 20 hour. Solvent: C1(=CC=CC=C1)C (toluene), C1(=CC=CC=C1)C (toluene). Procedure: With vigorous stirring, a solution of 117 ml of a 20% phosgene solution in toluene is added dropwise at a reaction temperature of 5° to 10° C to an emulsion of 10 g of 1-[2-hydroxy-3-(2-methoxyphenyloxy)-propyl]-4-(2-anilino-ethylamino)-piperidine in 60 ml of toluene and 37.5 ml of a 3N aqueous sodium hydroxide solution over 11/4 hours. Thereafter 35.5 ml of a 6N aqueous potassium hydroxide solution are added dropwise at the same reaction temperature in the course of half an hour. Stirring is co... The product is Cl.OC(CN1CCC(CC1)N1C(N(CC1)C1=CC=CC=C1)=O)COC1=C(C=CC=C1)OC (1-{1-[2-hydroxy-3-(2-methoxy-phenyloxy)-propyl]-4-piperidyl}-3-phenyl-imidazolidin-2-one-hydrochloride). The reactants are O=Cc1ccccc1C(=O)O, Cc1ccc(C)[nH]1, c1ccccc1, c1cc[nH]c1. The product is O=C1OC(c2cc[nH]c2)c2ccccc21. As a reaction SMILES: [C:1]([c:2]1[c:3]([CH:4]=[O:5])[cH:6][cH:7][cH:8][cH:9]1)(=[O:10])[OH:11].[CH3:17][c:18]1[nH:19][c:20]([CH3:21])[cH:22][cH:23]1.[cH:24]1[cH:25][cH:26][cH:27][cH:28][cH:29]1.[nH:12]1[cH:13][cH:14][cH:15][cH:16]1>>[C:1]1(=[O:10])[c:2]2[c:3]([cH:6][cH:7][cH:8][cH:9]2)[CH:4]([c:14]2[cH:13][nH:12][cH:16][cH:15]2)[O:11]1. Starting materials: NC1=C(C(=NN1C1=C(C=CC(=C1)[N+](=O)[O-])CO)C1=CC=C(C=C1)OC1=CC=CC=C1)C(=O)N (5-amino-1-(2-(hydroxymethyl)-5-nitrophenyl)-3-(4-phenoxy phenyl)-1H-pyrazole-4-carboxamide). The reagents and catalysts are O=[Mn]=O (MnO2). The solvent is C(Cl)Cl (DCM). Reaction conditions: time 16 hour. The product is NC1=C(C(=NN1C1=C(C=CC(=C1)[N+](=O)[O-])C=O)C1=CC=C(C=C1)OC1=CC=CC=C1)C(=O)N (5-amino-1-(2-formyl-5-nitrophenyl)-3-(4-phenoxyphenyl)-1H-pyrazole-4-carboxamide). Isolated yield 72.7%. As a reaction SMILES: [NH2:1][C:2]1[N:6]([C:7]2[CH:12]=[C:11]([N+:13]([O-:15])=[O:14])[CH:10]=[CH:9][C:8]=2[CH2:16][OH:17])[N:5]=[C:4]([C:18]2[CH:23]=[CH:22][C:21]([O:24][C:25]3[CH:30]=[CH:29][CH:28]=[CH:27][CH:26]=3)=[CH:20][CH:19]=2)[C:3]=1[C:31]([NH2:33])=[O:32]>C(Cl)Cl.O=[Mn]=O>[NH2:1][C:2]1[N:6]([C:7]2[CH:12]=[C:11]([N+:13]([O-:15])=[O:14])[CH:10]=[CH:9][C:8]=2[CH:16]=[O:17])[N:5]=[C:4]([C:18]2[CH:23]=[CH:22][C:21]([O:24][C:25]3[CH:30]=[CH:29][CH:28]=[CH:27][CH:26]=3)=[CH:20][CH:19]=2)[C:3]=1[C:31]([NH2:33])=[O:32]. Procedure: To a solution of 5-amino-1-(2-(hydroxymethyl)-5-nitrophenyl)-3-(4-phenoxy phenyl)-1H-pyrazole-4-carboxamide (550 mg, 1.24 mmol) in 20 mL of DCM was added MnO2 (500 mg, 5.75 mmol). After stirring at RT for 16 hr, the mixture was filtered. The filtrate was concentrated to afford 400 mg (73%) of 5-amino-1-(2-formyl-5-nitrophenyl)-3-(4-phenoxyphenyl)-1H-pyrazole-4-carboxamide as a yellow solid. Reactants: CN(C=1C=CC=C2C=C(NC12)C=1SC(CN1)CC(=O)O)S(=O)(=O)C=1SC=CC1 ((2-{7-[Methyl(2-thienylsulfonyl)amino]-1H-indol-2-yl}-4,5-dihydro-1,3-thiazol-5-yl)acetic acid), N1(N=NC2=C1C=CC=C2)O (1H-1,2,3-benzotriazol-1-ol), Cl.CN(CCCN=C=NCC)C (N-[3-(dimethylamino)propyl]-N′-ethylcarbodiimide hydrochloride), Cl.CNOC (N,O-dimethylhydroxylamine hydrochloride). Solvent: CN(C=O)C (N,N-dimethylformamide), C(C)N(CC)CC (triethylamine), C(C)(=O)OCC (ethyl acetate). Run at time 10 minute. Product: CON(C(CC1CN=C(S1)C=1NC2=C(C=CC=C2C1)N(S(=O)(=O)C=1SC=CC1)C)=O)C (N-methoxy-N-methyl-2-(2-{7-[methyl(2-thienylsulfonyl)amino]-1H-indol-2-yl}-4,5-dihydro-1,3-thiazol-5-yl)acetamide). Isolated yield 80.5%. Reaction SMILES: Cl.[CH3:2][NH:3][O:4][CH3:5].[CH3:6][N:7]([S:26]([C:29]1[S:30][CH:31]=[CH:32][CH:33]=1)(=[O:28])=[O:27])[C:8]1[CH:9]=[CH:10][CH:11]=[C:12]2[C:16]=1[NH:15][C:14]([C:17]1[S:18][CH:19]([CH2:22][C:23]([OH:25])=O)[CH2:20][N:21]=1)=[CH:13]2.N1(O)C2C=CC=CC=2N=N1.Cl.CN(C)CCCN=C=NCC>CN(C)C=O.C(OCC)(=O)C.C(N(CC)CC)C>[CH3:5][O:4][N:3]([CH3:2])[C:23](=[O:25])[CH2:22][CH:19]1[S:18][C:17]([C:14]2[NH:15][C:16]3[C:12]([CH:13]=2)=[CH:11][CH:10]=[CH:9][C:8]=3[N:7]([CH3:6])[S:26]([C:29]2[S:30][CH:31]=[CH:32][CH:33]=2)(=[O:28])=[O:27])=[N:21][CH2:20]1 |f:0.1,4.5|. Procedure details: To a solution of N,O-dimethylhydroxylamine hydrochloride (0.28 g) in N,N-dimethylformamide (20 mL) was added triethylamine (0.43 mL) under ice-cooling, and the mixture was stirred for 10 min under ice-cooling. (2-{7-[Methyl(2-thienylsulfonyl)amino]-1H-indol-2-yl}-4,5-dihydro-1,3-thiazol-5-yl)acetic acid (1.03 g), 1H-1,2,3-benzotriazol-1-ol (0.42 g) and N-[3-(dimethylamino)propyl]-N′-ethylcarbodiimide hydrochloride (0.59 g) were added to the mixture, and the mixture was stirred from under ice-coo... Product: CCCCc1nnc(OCC2CCN(C(=O)OC(C)(C)C)CC2OC)cc1-c1ccc(OC2CCCCC2)cc1. RXN SMILES: [C:1]([CH3:2])([CH3:3])([CH3:4])[O:5][C:6](=[O:7])[N:8]1[CH2:9][CH:10]([OH:39])[CH:11]([CH2:14][O:15][c:16]2[n:17][n:18][c:19]([CH2:35][CH2:36][CH2:37][CH3:38])[c:20](-[c:22]3[cH:23][cH:24][c:25]([O:28][CH:29]4[CH2:30][CH2:31][CH2:32][CH2:33][CH2:34]4)[cH:26][cH:27]3)[cH:21]2)[CH2:12][CH2:13]1.[CH3:42][I:43].[CH3:50][CH2:51][O:52][C:53](=[O:54])[CH3:55].[H-:40].[Na+:41].[O:45]=[CH:46][N:47]([CH3:48])[CH3:49].[OH2:44]>>[C:1]([CH3:2])([CH3:3])([CH3:4])[O:5][C:6](=[O:7])[N:8]1[CH2:9][CH:10]([O:39][CH3:42])[CH:11]([CH2:14][O:15][c:16]2[n:17][n:18][c:19]([CH2:35][CH2:36][CH2:37][CH3:38])[c:20](-[c:22]3[cH:23][cH:24][c:25]([O:28][CH:29]4[CH2:30][CH2:31][CH2:32][CH2:33][CH2:34]4)[cH:26][cH:27]3)[cH:21]2)[CH2:12][CH2:13]1. Reactants: CCCCc1nnc(OCC2CCN(C(=O)OC(C)(C)C)CC2O)cc1-c1ccc(OC2CCCCC2)cc1, CI, CCOC(C)=O, [H-], [Na+], CN(C)C=O, O. Starting materials: Cn1nc(-c2c(F)cc(Cl)c3nc(Br)sc23)c(Cl)c1OC(F)F, CNC, CN(C)C=O. Product: CN(C)c1nc2c(Cl)cc(F)c(-c3nn(C)c(OC(F)F)c3Cl)c2s1. RXN SMILES: [Br:4][c:5]1[s:6][c:7]2[c:8]([n:9]1)[c:10]([Cl:26])[cH:11][c:12]([F:25])[c:13]2-[c:14]1[n:15][n:16]([CH3:24])[c:17]([O:20][CH:21]([F:22])[F:23])[c:18]1[Cl:19].[CH3:1][NH:2][CH3:3].[CH3:27][N:28]([CH3:29])[CH:30]=[O:31]>>[CH3:1][N:2]([CH3:3])[c:5]1[s:6][c:7]2[c:8]([n:9]1)[c:10]([Cl:26])[cH:11][c:12]([F:25])[c:13]2-[c:14]1[n:15][n:16]([CH3:24])[c:17]([O:20][CH:21]([F:22])[F:23])[c:18]1[Cl:19]. The reactants are CC1=C(C(=C2C(=N1)SC1=C2CCCC1)C=1C=NC=CC1)C(C(=O)OC)CCC (methyl [2-methyl-4-(pyridin-3-yl)-5,6,7,8-tetrahydro[1]benzothieno[2,3-b]pyridin-3-yl]pentanoate), [OH-].[Na+] (sodium hydroxide). The solvent is CO (methanol). Reaction conditions: temperature 60 celsius. The product is CC1=C(C(=C2C(=N1)SC1=C2CCCC1)C=1C=NC=CC1)C(C(=O)O)CCC (2-[2-Methyl-4-(pyridin-3-yl)-5,6,7,8-tetrahydro[1]benzothieno[2,3-b]pyridin-3-yl]pentanoic acid). The yield is 41.1%. Reaction SMILES: [CH3:1][C:2]1[N:7]=[C:6]2[S:8][C:9]3[CH2:14][CH2:13][CH2:12][CH2:11][C:10]=3[C:5]2=[C:4]([C:15]2[CH:16]=[N:17][CH:18]=[CH:19][CH:20]=2)[C:3]=1[CH:21]([CH2:26][CH2:27][CH3:28])[C:22]([O:24]C)=[O:23].[OH-].[Na+]>CO>[CH3:1][C:2]1[N:7]=[C:6]2[S:8][C:9]3[CH2:14][CH2:13][CH2:12][CH2:11][C:10]=3[C:5]2=[C:4]([C:15]2[CH:16]=[N:17][CH:18]=[CH:19][CH:20]=2)[C:3]=1[CH:21]([CH2:26][CH2:27][CH3:28])[C:22]([OH:24])=[O:23] |f:1.2|. Reported procedure: To a solution of methyl [2-methyl-4-(pyridin-3-yl)-5,6,7,8-tetrahydro[1]benzothieno[2,3-b]pyridin-3-yl]pentanoate (0.058 g; 0.147 mmol) in methanol (1.5 mL) was added a solution of sodium hydroxide 5 N (0.29 mL) and the mixture was heated at 60° C. for 18 h. After cooling, the reaction mixture was concentrated under reduced pressure. The residue was dissolved in ethyl acetate and the mixture was acidified with HCl (1N) until pH 1. The organic layer was washed with brine, water, dried over magnes... The reactants are C(C1=CC=CC=C1)O (Benzyl alcohol), ClC1=NC(=CC=C1)Cl (2,6-dichloropyridine), [H-].[Na+] (sodium hydride). The solvent is CN(C=O)C (dimethylformamide). Reported procedure: Benzyl alcohol (5.1 g; 0.05 mols) was reacted with 2,6-dichloropyridine (3.5 g; 0.024 mols) utilizing sodium hydride (1.2 g) and, as solvent, dimethylformamide by the procedure of Example 1 above. Usual work up, chromatography and recrystallisation gave 2,6-dibenzyloxypyridine as a colorless solid (5.5 g; 81%). Melting point: 74° C. As a reaction SMILES: [CH2:1]([OH:8])[C:2]1[CH:7]=[CH:6][CH:5]=[CH:4][CH:3]=1.Cl[C:10]1[CH:15]=[CH:14][CH:13]=[C:12](Cl)[N:11]=1.[H-].[Na+]>CN(C)C=O>[CH2:1]([O:8][C:10]1[CH:15]=[CH:14][CH:13]=[C:12]([O:8][CH2:1][C:2]2[CH:7]=[CH:6][CH:5]=[CH:4][CH:3]=2)[N:11]=1)[C:2]1[CH:7]=[CH:6][CH:5]=[CH:4][CH:3]=1 |f:2.3|. Product: C(C1=CC=CC=C1)OC1=NC(=CC=C1)OCC1=CC=CC=C1 (2,6-dibenzyloxypyridine). Starting materials: C(C)(C)OC1=C(N)C=C(C(=C1)C1CCNCC1)C (2-isopropoxy-5-methyl-4-(piperidin-4-yl)aniline), CC1=CC=C(C=C1)S(=O)(=O)O (4-methylbenzenesulfonic acid), ClC1=NC=C(C(=N1)NC1=C(C=CC=C1)S(=O)(=O)C(F)F)Cl (2,5-dichloro-N-(2-(difluoromethylsulfonyl)phenyl)-pyrimidin-4-amine). Run in C(C)(C)O (isopropanol). Reaction conditions: temperature 150 celsius, time 3 hour. Product: ClC=1C(=NC(=NC1)NC1=C(C=C(C(=C1)C)C1CCNCC1)OC(C)C)NC1=C(C=CC=C1)S(=O)(=O)C(F)F (5-chloro-N4-(2-(difluoromethylsulfonyl)phenyl)-N2-(2-isopropoxy-5-methyl-4-(piperidin-4-yl)phenyl)pyrimidine-2,4-diamine). As a reaction SMILES: Cl[C:2]1[N:7]=[C:6]([NH:8][C:9]2[CH:14]=[CH:13][CH:12]=[CH:11][C:10]=2[S:15]([CH:18]([F:20])[F:19])(=[O:17])=[O:16])[C:5]([Cl:21])=[CH:4][N:3]=1.[CH:22]([O:25][C:26]1[CH:32]=[C:31]([CH:33]2[CH2:38][CH2:37][NH:36][CH2:35][CH2:34]2)[C:30]([CH3:39])=[CH:29][C:27]=1[NH2:28])([CH3:24])[CH3:23].CC1C=CC(S(O)(=O)=O)=CC=1>C(O)(C)C>[Cl:21][C:5]1[C:6]([NH:8][C:9]2[CH:14]=[CH:13][CH:12]=[CH:11][C:10]=2[S:15]([CH:18]([F:20])[F:19])(=[O:17])=[O:16])=[N:7][C:2]([NH:28][C:27]2[CH:29]=[C:30]([CH3:39])[C:31]([CH:33]3[CH2:38][CH2:37][NH:36][CH2:35][CH2:34]3)=[CH:32][C:26]=2[O:25][CH:22]([CH3:24])[CH3:23])=[N:3][CH:4]=1. Procedure details: To a suspension of 2,5-dichloro-N-(2-(difluoromethylsulfonyl)phenyl)-pyrimidin-4-amine (0.5 mmol) in 1 mL of isopropanol, was added 2-isopropoxy-5-methyl-4-(piperidin-4-yl)aniline (0.5 mmol) and 4-methylbenzenesulfonic acid (0.5 mmol). The suspension was stirred at 150° C. for 3 hours. After work-up and prep-HPLC, product was obtained. MS (ES+): 566.17 (M+1)+. Reactants: COc1ccc(COc2ccc(B3OC(C)(C)C(C)(C)O3)cc2)cc1, CCOC(C)=O, CN1C(=O)CN=C(Cl)c2cc(Cl)ccc21, [Cs+], C1COCCO1, [OH-], O, c1ccc(P(c2ccccc2)(c2ccccc2)[Pd](P(c2ccccc2)(c2ccccc2)c2ccccc2)(P(c2ccccc2)(c2ccccc2)c2ccccc2)P(c2ccccc2)(c2ccccc2)c2ccccc2)cc1. Product: COc1ccc(COc2ccc(C3=NCC(=O)N(C)c4ccc(Cl)cc43)cc2)cc1. Reaction SMILES: [CH3:18][O:19][c:20]1[cH:21][cH:22][c:23]([CH2:24][O:25][c:26]2[cH:27][cH:28][c:29]([B:32]3[O:33][C:34]([CH3:35])([CH3:36])[C:37]([CH3:38])([CH3:39])[O:40]3)[cH:30][cH:31]2)[cH:41][cH:42]1.[CH3:50][CH2:51][O:52][C:53](=[O:54])[CH3:55].[Cl:1][C:2]1=[N:8][CH2:7][C:6](=[O:9])[N:5]([CH3:10])[c:4]2[c:3]1[cH:14][c:13]([Cl:15])[cH:12][cH:11]2.[Cs+:17].[O:44]1[CH2:45][CH2:46][O:47][CH2:48][CH2:49]1.[OH-:16].[OH2:43].[cH:56]1[cH:57][cH:58][c:59]([P:60]([Pd:61]([P:62]([c:63]2[cH:64][cH:65][cH:66][cH:67][cH:68]2)([c:69]2[cH:70][cH:71][cH:72][cH:73][cH:74]2)[c:75]2[cH:76][cH:77][cH:78][cH:79][cH:80]2)([P:81]([c:82]2[cH:83][cH:84][cH:85][cH:86][cH:87]2)([c:88]2[cH:89][cH:90][cH:91][cH:92][cH:93]2)[c:94]2[cH:95][cH:96][cH:97][cH:98][cH:99]2)[P:100]([c:101]2[cH:102][cH:103][cH:104][cH:105][cH:106]2)([c:107]2[cH:108][cH:109][cH:110][cH:111][cH:112]2)[c:113]2[cH:114][cH:115][cH:116][cH:117][cH:118]2)([c:119]2[cH:120][cH:121][cH:122][cH:123][cH:124]2)[c:125]2[cH:126][cH:127][cH:128][cH:129][cH:130]2)[cH:131][cH:132]1>>[C:2]1([c:29]2[cH:28][cH:27][c:26]([O:25][CH2:24][c:23]3[cH:22][cH:21][c:20]([O:19][CH3:18])[cH:42][cH:41]3)[cH:31][cH:30]2)=[N:8][CH2:7][C:6](=[O:9])[N:5]([CH3:10])[c:4]2[c:3]1[cH:14][c:13]([Cl:15])[cH:12][cH:11]2.